This data is from the Open Reaction Database (ORD), a public repository of structured organic reaction records. The task is: describe an organic reaction: reactants, conditions, products, and yield Starting materials: CC(=O)O, Cl, CCOC(=O)c1cn2c3c([nH]c(=O)c2n1)-c1cccc(Cc2nc(-c4ccccc4)c[nH]2)c1C3. Product: O=C(O)c1cn2c3c([nH]c(=O)c2n1)-c1cccc(Cc2nc(-c4ccccc4)c[nH]2)c1C3. Reaction SMILES: [CH3:36][C:37](=[O:38])[OH:39].[ClH:35].[c:1]1(-[c:7]2[n:8][c:9]([CH2:12][c:13]3[c:14]4[c:31]([cH:32][cH:33][cH:34]3)-[c:17]3[c:16]([n:21]5[c:20]([c:19](=[O:30])[nH:18]3)[n:24][c:23]([C:25](=[O:26])[O:27][CH2:28][CH3:29])[cH:22]5)[CH2:15]4)[nH:10][cH:11]2)[cH:2][cH:3][cH:4][cH:5][cH:6]1>>[c:1]1(-[c:7]2[n:8][c:9]([CH2:12][c:13]3[c:14]4[c:31]([cH:32][cH:33][cH:34]3)-[c:17]3[c:16]([n:21]5[c:20]([c:19](=[O:30])[nH:18]3)[n:24][c:23]([C:25](=[O:26])[OH:27])[cH:22]5)[CH2:15]4)[nH:10][cH:11]2)[cH:2][cH:3][cH:4][cH:5][cH:6]1. Reactants: C1CCCCC1, COCCOC, [Li]C(C)CC, CI, O=C(O)c1ccc2c(c1)OCCO2. Yields the product Cc1c(C(=O)O)ccc2c1OCCO2. As a reaction SMILES: [CH2:19]1[CH2:20][CH2:21][CH2:22][CH2:23][CH2:24]1.[CH3:27][O:28][CH2:29][CH2:30][O:31][CH3:32].[CH:14]([Li:15])([CH2:16][CH3:17])[CH3:18].[I:25][CH3:26].[O:1]1[CH2:2][CH2:3][O:4][c:5]2[c:6]1[cH:7][cH:8][c:9]([C:11](=[O:12])[OH:13])[cH:10]2>>[O:1]1[CH2:2][CH2:3][O:4][c:5]2[c:6]1[cH:7][cH:8][c:9]([C:11](=[O:12])[OH:13])[c:10]2[CH3:14]. Starting materials: O=N[O-], NC(CC1CCOCC1)C(=O)O, [Na+], O, O=S(=O)(O)O. Yields the product O=C(O)C(O)CC1CCOCC1. Reaction SMILES: [N:13](=[O:14])[O-:15].[NH2:1][CH:2]([C:3](=[O:4])[OH:5])[CH2:6][CH:7]1[CH2:8][CH2:9][O:10][CH2:11][CH2:12]1.[Na+:16].[OH2:22].[S:17](=[O:18])(=[O:19])([OH:20])[OH:21]>>[CH:2]([C:3](=[O:4])[OH:5])([CH2:6][CH:7]1[CH2:8][CH2:9][O:10][CH2:11][CH2:12]1)[OH:14]. The reactants are COc1cccc2sc(NC(=O)COC(C)=O)nc12, CO, N. Product: COc1cccc2sc(NC(=O)CO)nc12. Reaction SMILES: [C:1](=[O:2])([CH3:3])[O:4][CH2:5][C:6](=[O:7])[NH:8][c:9]1[s:10][c:11]2[c:12]([n:13]1)[c:14]([O:18][CH3:19])[cH:15][cH:16][cH:17]2.[CH3:21][OH:22].[NH3:20]>>[OH:4][CH2:5][C:6](=[O:7])[NH:8][c:9]1[s:10][c:11]2[c:12]([n:13]1)[c:14]([O:18][CH3:19])[cH:15][cH:16][cH:17]2.